This data is from the Open Reaction Database (ORD), a public repository of structured organic reaction records. The task is: describe an organic reaction: reactants, conditions, products, and yield Starting materials: CO, Clc1ncc(Cl)c(Cl)n1, ClCCl, Nc1ccccc1S(=O)(=O)C(F)F, [H-], [Na+], CN(C)C=O. Yields the product O=S(=O)(c1ccccc1Nc1nc(Cl)ncc1Cl)C(F)F. As a reaction SMILES: [CH3:28][OH:29].[Cl:1][c:2]1[n:3][cH:4][c:5]([Cl:9])[c:6]([Cl:8])[n:7]1.[Cl:25][CH2:26][Cl:27].[F:10][CH:11]([S:12](=[O:13])(=[O:14])[c:15]1[c:16]([NH2:17])[cH:18][cH:19][cH:20][cH:21]1)[F:22].[H-:23].[Na+:24].[O:30]=[CH:31][N:32]([CH3:33])[CH3:34]>>[Cl:1][c:2]1[n:3][cH:4][c:5]([Cl:9])[c:6]([NH:17][c:16]2[c:15]([S:12]([CH:11]([F:10])[F:22])(=[O:13])=[O:14])[cH:21][cH:20][cH:19][cH:18]2)[n:7]1. Reactants: BrC1=CC=C(C=C1)C=1N=C(SC1)NC(CO)CC (2-[4-(4-bromo-phenyl)-thiazol-2-ylamino]-butan-1-ol), C(C)(=O)OCC (ethyl acetate). The solvent is CCCCCC (hexane). Yields the product BrC1=CC=C(C=C1)C=1N=C(SC1)N1C(OCC1CC)=O (3-[4-(4-Bromophenyl)-1,3-thiazol-2-yl]-4-ethyl-1,3-oxazolidin-2-one). Isolated yield 72.0%. Reaction SMILES: [Br:1][C:2]1[CH:7]=[CH:6][C:5]([C:8]2[N:9]=[C:10]([NH:13][CH:14]([CH2:17][CH3:18])[CH2:15][OH:16])[S:11][CH:12]=2)=[CH:4][CH:3]=1.[C:19](OCC)(=[O:21])C>CCCCCC>[Br:1][C:2]1[CH:3]=[CH:4][C:5]([C:8]2[N:9]=[C:10]([N:13]3[CH:14]([CH2:17][CH3:18])[CH2:15][O:16][C:19]3=[O:21])[S:11][CH:12]=2)=[CH:6][CH:7]=1. Reported procedure: In the same manner as described in step 4 of Example 1, replacing (2R)-2-{[4-(4-bromophenyl)-1,3-thiazol-2-yl]amino}propan-1-ol with 2-[4-(4-bromo-phenyl)-thiazol-2-ylamino]-butan-1-ol, prepared in the previous step, and purification by flash chromatography using a solvent gradient of 10 to 20% ethyl acetate in hexane gave the title compound (155 mg, 72%) as a white solid; mp 148.5° C.; MS (ESI) m/z 353 [M+H]+. Anal. Calcd for C14H13BrN2O2S: C, 47.60; H, 3.71; N, 7.93. Found: C, 47.25; H, 3.64; ...